Dataset: the Open Reaction Database (ORD), a public repository of structured organic reaction records. Task: describe an organic reaction: reactants, conditions, products, and yield The reactants are CCOC(=O)C (EtOAc), BrC1=CC=C(CN)C=C1 (4-bromobenzylamine), [OH-].[Na+] (sodium hydroxide), ClC(=O)OCC1=CC=CC=C1 (Benzyl chloroformate). Solvent: [Cl-].[Na+].O (Brine), C1CCOC1 (THF), O (water). Reaction conditions: temperature 0 celsius, time 18 hour. The product is C(C1=CC=CC=C1)OC(NCC1=CC=C(C=C1)Br)=O ((4-Bromo-benzyl)-carbamic acid benzyl ester). Yield: 107.6%. Reaction SMILES: [Br:1][C:2]1[CH:9]=[CH:8][C:5]([CH2:6][NH2:7])=[CH:4][CH:3]=1.[OH-].[Na+].Cl[C:13]([O:15][CH2:16][C:17]1[CH:22]=[CH:21][CH:20]=[CH:19][CH:18]=1)=[O:14].CCOC(C)=O>C1COCC1.O.[Cl-].[Na+].O>[CH2:16]([O:15][C:13](=[O:14])[NH:7][CH2:6][C:5]1[CH:8]=[CH:9][C:2]([Br:1])=[CH:3][CH:4]=1)[C:17]1[CH:22]=[CH:21][CH:20]=[CH:19][CH:18]=1 |f:1.2,7.8.9|. Reported procedure: A solution of 4-bromobenzylamine (5 g, 26.9 mmol) in THF (50 ml) and water (50 ml) was cooled down to 0° C. with sodium hydroxide (1.13 g, 28.2 mmol). Benzyl chloroformate (4.0 ml, 28.2 mmol) was added slowly and the reaction mixture was stirred at 0° C. for 1 h and at r.t. for 18 hours. Brine (50 ml) and EtOAc (50 mL) were added and the phases were separated. The aqueous phase was extracted with EtOAc (40 mL). The organic phase was dried over magnesium sulfate, filtered and concentrated to dryn... The reactants are COCCOCCOC=1C=C(C=O)C=CC1 (3-[2-(2-methoxyethoxy)ethoxy]benzaldehyde), C(CC(=O)O)(=O)O (malonic acid), N1CCCCC1 (piperidine). Solvent: N1=CC=CC=C1 (pyridine). Run at temperature 85 celsius, time 3 hour. Yields the product COCCOCCOC=1C=C(C=CC1)C=CC(=O)O (3-{3-[2-(2-Methoxyethoxy)ethoxy]phenyl}acrylic acid). Isolated yield 99.2%. Reaction SMILES: [CH3:1][O:2][CH2:3][CH2:4][O:5][CH2:6][CH2:7][O:8][C:9]1[CH:10]=[C:11]([CH:14]=[CH:15][CH:16]=1)[CH:12]=O.C(O)(=O)[CH2:18][C:19]([OH:21])=[O:20].N1CCCCC1>N1C=CC=CC=1>[CH3:1][O:2][CH2:3][CH2:4][O:5][CH2:6][CH2:7][O:8][C:9]1[CH:10]=[C:11]([CH:12]=[CH:18][C:19]([OH:21])=[O:20])[CH:14]=[CH:15][CH:16]=1. Procedure: To a solution of 3-[2-(2-methoxyethoxy)ethoxy]benzaldehyde (9.18 g, 40.9 mmol) in pyridine (70 mL) under nitrogen was added malonic acid (8.69 g, 81.9 mmol) followed by piperidine (4.13 mL, 40.9 mmol). The reaction solution was stirred for 3 h at 85° C. and left stirring over night at room temperature. The reaction solution was concentrated to an oil and left on high vacuum over night to remove the remaining pyridine. To the oil was added ice (120 g) and under vigorous stirring, concentrated hyd... Starting materials: C1CCOC1, CCC(O)CC, Cc1cc(C)c(-c2cnn3c(Cl)cc(C)nc23)c(C)c1, [H-], [Na+]. Yields the product CCC(CC)Oc1cc(C)nc2c(-c3c(C)cc(C)cc3C)cnn12. As a reaction SMILES: [CH2:29]1[O:30][CH2:31][CH2:32][CH2:33]1.[CH3:1][CH2:2][CH:3]([CH2:4][CH3:5])[OH:6].[Cl:9][c:10]1[cH:11][c:12]([CH3:28])[n:13][c:14]2[n:15]1[n:16][cH:17][c:18]2-[c:19]1[c:20]([CH3:27])[cH:21][c:22]([CH3:26])[cH:23][c:24]1[CH3:25].[H-:7].[Na+:8]>>[CH3:1][CH2:2][CH:3]([CH2:4][CH3:5])[O:6][c:10]1[cH:11][c:12]([CH3:28])[n:13][c:14]2[n:15]1[n:16][cH:17][c:18]2-[c:19]1[c:20]([CH3:27])[cH:21][c:22]([CH3:26])[cH:23][c:24]1[CH3:25]. Starting materials: CN(C)C=O (DMF), COC1=CC=C(C=C1)B(O)O (4-methoxyphenylboronic acid), C(C)NC(=O)C1=NOC(=C1Br)C1=C(C=C(C(=C1)Cl)OCC1=CC=CC=C1)OCC1=CC=CC=C1 (5-(2,4-Bis-benzyloxy-5-chlorophenyl)-4-bromo-isoxazole-3-carboxylic acid ethylamide), C(O)([O-])=O.[Na+] (sodium hydrogen carbonate). Reagents/catalysts: CC1=C([P](C2=C(C)C=CC=C2)([Pd]([P](C3=C(C)C=CC=C3)(C4=C(C)C=CC=C4)C(C=CC=C5)=C5C)(Cl)Cl)C6=C(C)C=CC=C6)C=CC=C1 (Dichlorobis(tri-o-tolylphosphine)palladium), CC1=C([P](C2=C(C)C=CC=C2)([Pd]([P](C3=C(C)C=CC=C3)(C4=C(C)C=CC=C4)C(C=CC=C5)=C5C)(Cl)Cl)C6=C(C)C=CC=C6)C=CC=C1 (Dichlorobis(tri-o-tolylphosphine)palladium). The solvent is O (water). Reaction conditions: temperature 90 celsius. Yields the product C(C)NC(=O)C1=NOC(=C1C1=CC=C(C=C1)OC)C1=C(C=C(C(=C1)Cl)OCC1=CC=CC=C1)OCC1=CC=CC=C1 (5-(2,4-Bis-benzyloxy-5-chlorophenyl)-4-(4-methoxy-phenyl)-isoxazole-3-carboxylic acid ethylamide). The yield is 111.8%. RXN SMILES: [CH3:1][O:2][C:3]1[CH:8]=[CH:7][C:6](B(O)O)=[CH:5][CH:4]=1.[CH2:12]([NH:14][C:15]([C:17]1[C:21](Br)=[C:20]([C:23]2[CH:28]=[C:27]([Cl:29])[C:26]([O:30][CH2:31][C:32]3[CH:37]=[CH:36][CH:35]=[CH:34][CH:33]=3)=[CH:25][C:24]=2[O:38][CH2:39][C:40]2[CH:45]=[CH:44][CH:43]=[CH:42][CH:41]=2)[O:19][N:18]=1)=[O:16])[CH3:13].C(=O)([O-])O.[Na+].CN(C=O)C>CC1C=CC=CC=1[P](C1C=CC=CC=1C)([Pd](Cl)(Cl)[P](C1=C(C)C=CC=C1)(C1C=CC=CC=1C)C1C=CC=CC=1C)C1C=CC=CC=1C.O>[CH2:12]([NH:14][C:15]([C:17]1[C:21]([C:6]2[CH:7]=[CH:8][C:3]([O:2][CH3:1])=[CH:4][CH:5]=2)=[C:20]([C:23]2[CH:28]=[C:27]([Cl:29])[C:26]([O:30][CH2:31][C:32]3[CH:37]=[CH:36][CH:35]=[CH:34][CH:33]=3)=[CH:25][C:24]=2[O:38][CH2:39][C:40]2[CH:45]=[CH:44][CH:43]=[CH:42][CH:41]=2)[O:19][N:18]=1)=[O:16])[CH3:13] |f:2.3,^1:62,73|. Procedure: To a mixture of 4-methoxyphenylboronic acid (0.178 g, 1.17 mmol) and 5-(2,4-Bis-benzyloxy-5-chlorophenyl)-4-bromo-isoxazole-3-carboxylic acid ethylamide (0.507 g, 0.94 mmol) was added sodium hydrogen carbonate (237 mg, 2.82 mmol) followed by DMF (5 mL) and water (1.0 mL). The mixture was degassed by evacuation and flushing with nitrogen (three times), followed by bubbling nitrogen gas through mixture for five minutes. Dichlorobis(triphenylphosphine)palladium (II) (66 mg, 0.094 mmol) was added an... Starting materials: FC1=CC=C2C(C(=CN(C2=C1)C)C1=NN=NN1C)=O (7-fluoro-1-methyl-3-(1-methyl-1H-tetrazol-5-yl)-4-quinolone), N1CCCCC1 (piperidine). Product: CN1C=C(C(C2=CC=C(C=C12)N1CCCCC1)=O)C1=NN=NN1C (1-methyl-3-(1-methyl-1H-tetrazol-5-yl)-7-piperidino-4-quinolone). Reaction SMILES: F[C:2]1[CH:11]=[C:10]2[C:5]([C:6](=[O:19])[C:7]([C:13]3[N:17]([CH3:18])[N:16]=[N:15][N:14]=3)=[CH:8][N:9]2[CH3:12])=[CH:4][CH:3]=1.[NH:20]1[CH2:25][CH2:24][CH2:23][CH2:22][CH2:21]1>>[CH3:12][N:9]1[C:10]2[C:5](=[CH:4][CH:3]=[C:2]([N:20]3[CH2:25][CH2:24][CH2:23][CH2:22][CH2:21]3)[CH:11]=2)[C:6](=[O:19])[C:7]([C:13]2[N:17]([CH3:18])[N:16]=[N:15][N:14]=2)=[CH:8]1. Procedure details: A mixture of 7-fluoro-1-methyl-3-(1-methyl-1H-tetrazol-5-yl)-4-quinolone (0.2 g) and piperidine (5 ml) was heated on a steam bath for 22 hours. The mixture was cooled and the solid product was collected and recrystallised from industrial methylated spirit to give the novel compound 1-methyl-3-(1-methyl-1H-tetrazol-5-yl)-7-piperidino-4-quinolone, m.p. 180°-183°. The reactants are C(C)(C)(C)OC(NC1=C(C=C(C=C1)C1CN(S(N(C1)CC)(=O)=O)CC)Br)=O ([2-bromo-4-(2,6-diethyl-1,1-dioxo-1λ6-[1,2,6]thiadiazinan-4-yl)-phenyl]-carbamic acid tert-butyl ester), CC1CCNCC1 (4-methylpiperidine). The product is C(C)N1S(N(CC(C1)C1=CC(=C(C=C1)N)N1CCC(CC1)C)CC)(=O)=O (4-(2,6-Diethyl-1,1-dioxo-1λ6-[1,2,6]thiadiazinan-4-yl)-2-(4-methyl-piperidin-1-yl)-phenylamine). RXN SMILES: C(OC(=O)[NH:7][C:8]1[CH:13]=[CH:12][C:11]([CH:14]2[CH2:19][N:18]([CH2:20][CH3:21])[S:17](=[O:23])(=[O:22])[N:16]([CH2:24][CH3:25])[CH2:15]2)=[CH:10][C:9]=1Br)(C)(C)C.[CH3:28][CH:29]1[CH2:34][CH2:33][NH:32][CH2:31][CH2:30]1>>[CH2:24]([N:16]1[CH2:15][CH:14]([C:11]2[CH:12]=[CH:13][C:8]([NH2:7])=[C:9]([N:32]3[CH2:33][CH2:34][CH:29]([CH3:28])[CH2:30][CH2:31]3)[CH:10]=2)[CH2:19][N:18]([CH2:20][CH3:21])[S:17]1(=[O:23])=[O:22])[CH3:25]. Reported procedure: The title compound is prepared from [2-bromo-4-(2,6-diethyl-1,1-dioxo-1λ6-[1,2,6]thiadiazinan-4-yl)-phenyl]-carbamic acid tert-butyl ester (as prepared in the previous step) and 4-methylpiperidine following the literature procedure of Buchwald (Org. Lett., 4, 2885-8 (2002)). The residue obtained is purified by silica gel chromatography with an appropriate solvent mixture. After isolation, removal of the BOC protecting group from the resulting intermediate is carried out by stirring at RT in TFA-... Reactants: CN(C)C(=O)c1cc(Cl)ccc1[N+](=O)[O-], [H-], [Na+], CN(C)C=O, OCc1ccccc1. The product is CN(C)C(=O)c1cc(OCc2ccccc2)ccc1[N+](=O)[O-]. RXN SMILES: [Cl:11][c:12]1[cH:13][cH:14][c:15]([N+:23](=[O:24])[O-:25])[c:16]([C:17](=[O:18])[N:19]([CH3:20])[CH3:21])[cH:22]1.[H-:1].[Na+:2].[O:26]=[CH:27][N:28]([CH3:29])[CH3:30].[OH:3][CH2:4][c:5]1[cH:6][cH:7][cH:8][cH:9][cH:10]1>>[O:3]([CH2:4][c:5]1[cH:6][cH:7][cH:8][cH:9][cH:10]1)[c:12]1[cH:13][cH:14][c:15]([N+:23](=[O:24])[O-:25])[c:16]([C:17](=[O:18])[N:19]([CH3:20])[CH3:21])[cH:22]1.